This data is from the Open Reaction Database (ORD), a public repository of structured organic reaction records. The task is: describe an organic reaction: reactants, conditions, products, and yield Reactants: C1CCOC1, CCN(C(C)C)C(C)C, COc1cccc2c1nc(C(F)F)n2-c1nc(Cl)nc(N2CCOCC2)n1, CC(C)(C)OC(=O)NC1CCNCC1. The product is COc1cccc2c1nc(C(F)F)n2-c1nc(N2CCOCC2)nc(N2CCC(NC(=O)OC(C)(C)C)CC2)n1. Reaction SMILES: [CH2:51]1[O:52][CH2:53][CH2:54][CH2:55]1.[CH:42]([N:43]([CH2:44][CH3:45])[CH:46]([CH3:47])[CH3:48])([CH3:49])[CH3:50].[Cl:1][c:2]1[n:3][c:4](-[n:14]2[c:15]([CH:25]([F:26])[F:27])[n:16][c:17]3[c:18]2[cH:19][cH:20][cH:21][c:22]3[O:23][CH3:24])[n:5][c:6]([N:8]2[CH2:9][CH2:10][O:11][CH2:12][CH2:13]2)[n:7]1.[NH:28]1[CH2:29][CH2:30][CH:31]([NH:34][C:35]([O:36][C:37]([CH3:38])([CH3:39])[CH3:40])=[O:41])[CH2:32][CH2:33]1>>[c:2]1([N:28]2[CH2:29][CH2:30][CH:31]([NH:34][C:35]([O:36][C:37]([CH3:38])([CH3:39])[CH3:40])=[O:41])[CH2:32][CH2:33]2)[n:3][c:4](-[n:14]2[c:15]([CH:25]([F:26])[F:27])[n:16][c:17]3[c:18]2[cH:19][cH:20][cH:21][c:22]3[O:23][CH3:24])[n:5][c:6]([N:8]2[CH2:9][CH2:10][O:11][CH2:12][CH2:13]2)[n:7]1. Product: C1CC(N(C1)C2=CC=CC=C2)C3=CC=CC=C3. Procedure: Caesium carbonate (553 mg, 1.70 mmol) was added to bromobenzene (0.059 mL, 0.57 mmol) and 2-phenylpyrrolidine (100 mg, 0.68 mmol) in 1,4-dioxane (2 mL). The reaction was degassed and Tris(dibenzylideneacetone)?dipalladium(0) (12.96 mg, 0.01 mmol) and dicyclohexyl(2',6'-diisopropoxy-[1,1'-biphenyl]-2-yl)phosphine (RuPhos) (13.21 mg, 0.03 mmol) were added. The resulting solution was stirred at 100 °C for 16 hours. LCMS showed the formation of the product.  The reaction mixture was diluted with EtO... Reagents/catalysts: C(=O)([O-])[O-].[Cs+].[Cs+], CC(C)OC1=C(C(=CC=C1)OC(C)C)C2=CC=CC=C2P(C3CCCCC3)C4CCCCC4, C1=CC=C(C=C1)/C=C/C(=O)/C=C/C2=CC=CC=C2.C1=CC=C(C=C1)/C=C/C(=O)/C=C/C2=CC=CC=C2.C1=CC=C(C=C1)/C=C/C(=O)/C=C/C2=CC=CC=C2.[Pd].[Pd]. Run in C1COCCO1. Yield: 90.2%. The reactants are C1CC(NC1)C2=CC=CC=C2, C1=CC=C(C=C1)Br. Conditions: temperature 100 celsius. Reactants: C(C(C)C)[Al]CC(C)C (diisobutyl aluminum), N1(C=CC=C1)C1=NC(=CC=C1)C(=O)OC (2-(pyrrol-1-yl)-6-methoxy carbonyl-pyridine), aqueous molar solution, C(C(O)C(O)C(=O)[O-])(=O)[O-].[K+].[Na+] (sodium potassium tartarate). Run in C1(=CC=CC=C1)C (toluene). Reaction conditions: temperature -30 celsius, time 30 minute. Yields the product N1(C=CC=C1)C1=NC(=CC=C1)CO (2-(pyrrol-1-yl)-6-pyridyl-methanol). The yield is 91.0%. As a reaction SMILES: C([Al]CC(C)C)C(C)C.[N:10]1([C:15]2[CH:20]=[CH:19][CH:18]=[C:17]([C:21](OC)=[O:22])[N:16]=2)[CH:14]=[CH:13][CH:12]=[CH:11]1.C([O-])(=O)C(C(C([O-])=O)O)O.[K+].[Na+]>C1(C)C=CC=CC=1>[N:10]1([C:15]2[CH:20]=[CH:19][CH:18]=[C:17]([CH2:21][OH:22])[N:16]=2)[CH:11]=[CH:12][CH:13]=[CH:14]1 |f:2.3.4,^1:1|. Reported procedure: 38 ml of diisobutyl aluminum were added dropwise over one hour at -40° C. to a solution of 3.7 g of the product of Step D in 40 ml of toluene and the mixture was stirred at -30° C. for 30 minutes. 110 ml of an aqueous molar solution of double sodium potassium tartarate were slowly added to the mixture while keeping the temperature below 10° C. and the mixture was stirred for 16 hours at room temperature. The decanted organic phase was dried and evaporated to dryness under reduced pressure to obt... The reactants are COC1=CC=C(CBr)C=C1 (4-methoxybenzylbromide), C(C)(=O)O (acetic acid), δ(CDCl3), C(CCC)[Li] (Butyllithium), S1C=CC=C1 (thiophene). Run in O1CCCC1 (tetrahydrofuran), O1CCCC1 (tetrahydrofuran). Run at time 0.5 hour. The product is COC1=CC=C(CC=2SC=CC2)C=C1 (2-(4-Methoxybenzyl)thiophene). RXN SMILES: C([Li])CCC.[S:6]1[CH:10]=[CH:9][CH:8]=[CH:7]1.[CH3:11][O:12][C:13]1[CH:20]=[CH:19][C:16]([CH2:17]Br)=[CH:15][CH:14]=1.C(O)(=O)C>O1CCCC1>[CH3:11][O:12][C:13]1[CH:20]=[CH:19][C:16]([CH2:17][C:7]2[S:6][CH:10]=[CH:9][CH:8]=2)=[CH:15][CH:14]=1. Procedure: Butyllithium (12.5 ml of 1.6N in hexanes) was added to a stirred solution of thiophene (1.68 g) in dry tetrahydrofuran (80 ml). The mixture was stirred at room temperature for 0.5 h and then a solution of 4-methoxybenzylbromide (2.62 g) in tetrahydrofuran (10 ml) was added dropwise. The mixture was stirred for 1 h and then acetic acid (1.2 ml) was added and the solvent evaporated. The residue was partitioned between ethyl acetate and water, the organic phase was washed with water and brine dried... The reactants are [OH-].[Na+] (NaOH), FC(C=1C=C(CN2C(=CC3=NC(=CC=C32)N(NC(=O)OC(C)(C)C)C(=O)OC(C)(C)C)C(=O)OCC3=CC(=CC=C3)C(F)(F)F)C=CC1)(F)F (Di-tert-butyl 1-[1-[3-(trifluoromethyl)benzyl]-2-({[3-(trifluoromethyl)benzyl]oxy}carbonyl)-1H-pyrrolo[3,2-b]pyridin-5-yl]hydrazine-1,2-dicarboxylate), C(C)(=O)O (acetic acid), CO (MeOH). Reaction conditions: time 20 minute. The product is CC1=NN=C2N1C1=C(C=C2)N(C(=C1)C(=O)O)CC1=CC(=CC=C1)C(F)(F)F (1-Methyl-6-[3-(trifluoromethyl)benzyl]-6H-pyrrolo[2,3-e][1,2,4]triazolo[4,3-a]pyridine-7-carboxylic acid). RXN SMILES: [F:1][C:2]([F:50])([F:49])[C:3]1[CH:4]=[C:5]([CH:46]=[CH:47][CH:48]=1)[CH2:6][N:7]1[C:15]2[C:10](=[N:11][C:12]([N:16](C(OC(C)(C)C)=O)[NH:17][C:18](OC(C)(C)C)=O)=[CH:13][CH:14]=2)[CH:9]=C1C(OCC1C=CC=C(C(F)(F)F)C=1)=O.[OH-].[Na+].[CH3:53]O.[C:55]([OH:58])(=[O:57])[CH3:56]>>[CH3:53][C:18]1[N:11]2[C:10]3[CH:9]=[C:56]([C:55]([OH:58])=[O:57])[N:7]([CH2:6][C:5]4[CH:46]=[CH:47][CH:48]=[C:3]([C:2]([F:50])([F:49])[F:1])[CH:4]=4)[C:15]=3[CH:14]=[CH:13][C:12]2=[N:16][N:17]=1 |f:1.2|. Procedure details: Di-tert-butyl 1-[1-[3-(trifluoromethyl)benzyl]-2-({[3-(trifluoromethyl)benzyl]oxy}carbonyl)-1H-pyrrolo[3,2-b]pyridin-5-yl]hydrazine-1,2-dicarboxylate (0.28 g, 0.40 mmol, from Step 2) in acetic acid (10 mL) was heated to 180° C. in the microwave for 5 minutes. The acetic acid was then removed in vacuo. The residue was dissolved in THF (10 mL) and 1.0 M NaOH (10 mL, 10 mmol) was added. After stirring for 20 minutes, MeOH was added to make the mixture monophasic and the product was purified by prep...